Dataset: the Open Reaction Database (ORD), a public repository of structured organic reaction records. Task: describe an organic reaction: reactants, conditions, products, and yield Starting materials: N1C(=NC2=C1C=CC=C2)C(C)O (1-(1H-benzimidazol-2-yl)ethanol), [Cr](=O)(=O)([O-])O[Cr](=O)(=O)[O-].[K+].[K+] (potassium dichromate), [NH4+].[OH-] (NH4OH). The solvent is OS(=O)(=O)O (H2SO4), S(O)(O)(=O)=O (sulphuric acid). Reaction conditions: time 18 hour. The product is N1C(=NC2=C1C=CC=C2)C(C)=O (1-(1H-benzimidazol-2-yl)ethanone). RXN SMILES: [NH:1]1[C:5]2[CH:6]=[CH:7][CH:8]=[CH:9][C:4]=2[N:3]=[C:2]1[CH:10]([OH:12])[CH3:11].[Cr](O[Cr]([O-])(=O)=O)([O-])(=O)=O.[K+].[K+].[NH4+].[OH-]>OS(O)(=O)=O>[NH:1]1[C:5]2[CH:6]=[CH:7][CH:8]=[CH:9][C:4]=2[N:3]=[C:2]1[C:10](=[O:12])[CH3:11] |f:1.2.3,4.5|. Reported procedure: A solution of 16.2 g (0.1 mol) 1-(1H-benzimidazol-2-yl)ethanol (synthesised according to as described in A. Katrizky et al. Tetrahedron Assymetry, 8 (1997), 1491) in 200 ml 5% H2SO4 was treated with a solution of 39.6 g (75.5 mmol) potassium dichromate in 40% sulphuric acid. The reaction mixture was stirred at room temperature for 18 hours and neutralised with 190 ml conc. NH4OH. The formed precipitate was filtered, washed with 700 ml water and extracted with 700 ml 96% ethanol. The solvent was ... Reactants: OCCc1cccc(CCBr)c1, O=C([O-])[O-], CC(C)(C)OC(=O)N1CCOC2(CNC2)C1, CC#N, [K+], [K+], O. The product is CC(C)(C)OC(=O)N1CCOC2(CN(CCc3cccc(CCO)c3)C2)C1. As a reaction SMILES: [Br:17][CH2:18][CH2:19][c:20]1[cH:21][c:22]([CH2:26][CH2:27][OH:28])[cH:23][cH:24][cH:25]1.[C:29](=[O:30])([O-:31])[O-:32].[CH2:1]1[NH:2][CH2:3][C:4]12[O:5][CH2:6][CH2:7][N:8]([C:10](=[O:11])[O:12][C:13]([CH3:14])([CH3:15])[CH3:16])[CH2:9]2.[CH3:35][C:36]#[N:37].[K+:33].[K+:34].[OH2:38]>>[CH2:1]1[N:2]([CH2:18][CH2:19][c:20]2[cH:21][c:22]([CH2:26][CH2:27][OH:28])[cH:23][cH:24][cH:25]2)[CH2:3][C:4]12[O:5][CH2:6][CH2:7][N:8]([C:10](=[O:11])[O:12][C:13]([CH3:14])([CH3:15])[CH3:16])[CH2:9]2.